Dataset: the Open Reaction Database (ORD), a public repository of structured organic reaction records. Task: describe an organic reaction: reactants, conditions, products, and yield Reactants: C(C)OC(=O)N=NC(=O)OCC (Diethylazocarboxylate), C1(=CC=CC=C1)P(C1=CC=CC=C1)C1=CC=CC=C1 (triphenylphosphine), C(C)OC(=O)N=NC(=O)OCC (diethylazocarboxylate), N=[N+]=[N-] (hydrazoic acid), OC1C[C@H](N(C1)C(CP(=O)(CCCCC1=CC=CC=C1)OCC)=O)C(=O)OC ((S)-4-Hydroxy-1-[[ethoxy(4-phenylbutyl)phosphinyl]acetyl]-L-proline, methyl ester), C1(=CC=CC=C1)P(C1=CC=CC=C1)C1=CC=CC=C1 (triphenylphosphine), N=[N+]=[N-].C1=CC=CC=C1 (hydrazoic acid benzene). Solvent: C(C)#N (acetonitrile), C(C)#N (acetonitrile). Conditions: time 18 hour. The product is N(=[N+]=[N-])C1C[C@H](N(C1)C(CP(=O)(CCCCC1=CC=CC=C1)OCC)=O)C(=O)OC ((S)-4-Azido-1-[[ethoxy(4-phenylbutyl)phosphinyl]acetyl]-L-proline, methyl ester). As a reaction SMILES: O[CH:2]1[CH2:6][N:5]([C:7](=[O:24])[CH2:8][P:9]([O:21][CH2:22][CH3:23])([CH2:11][CH2:12][CH2:13][CH2:14][C:15]2[CH:20]=[CH:19][CH:18]=[CH:17][CH:16]=2)=[O:10])[C@H:4]([C:25]([O:27][CH3:28])=[O:26])[CH2:3]1.C1(P(C2C=CC=CC=2)C2C=CC=CC=2)C=CC=CC=1.[NH:48]=[N+:49]=[N-:50].C1C=CC=CC=1.C(OC(N=NC(OCC)=O)=O)C.N=[N+]=[N-]>C(#N)C>[N:48]([CH:2]1[CH2:6][N:5]([C:7](=[O:24])[CH2:8][P:9]([O:21][CH2:22][CH3:23])([CH2:11][CH2:12][CH2:13][CH2:14][C:15]2[CH:20]=[CH:19][CH:18]=[CH:17][CH:16]=2)=[O:10])[C@H:4]([C:25]([O:27][CH3:28])=[O:26])[CH2:3]1)=[N+:49]=[N-:50] |f:2.3|. Procedure: (S)-4-Hydroxy-1-[[ethoxy(4-phenylbutyl)phosphinyl]acetyl]-L-proline, methyl ester (2.0 g), triphenylphosphine (2.57 g), 2.1 N hydrazoic acid/benzene (12 ml, >5 equivalents) and dry acetonitrile are stirred under argon at room temperature for 30 minutes. Diethylazocarboxylate (1.71 g) in acetonitrile (5 ml) is added dropwise over 30 minutes. After 18 hours the reaction is still incomplete (as shown by thin-layer chromatography) and triphenylphosphine (1 equivalent), diethylazocarboxylate (1 equiv... Reactants: C(C)(=O)O[BH-](OC(C)=O)OC(C)=O.[Na+] (sodium triacetoxyborohydride), N[C@H]1C[C@]2([C@H](CN(C2)C(=O)N)C1)C(=O)N1CC2=CC(=CC=C2CC1)C(F)(F)F ((3aR,5R,6aR)-5-Amino-3a-(7-(trifluoromethyl)-1,2,3,4-tetrahydroisoquinoline-2-carbonyl)hexahydrocyclopenta[c]pyrrole-2(1H)-carboxamide), COC1COCCC1=O (3-methoxydihydro-2H-pyran-4(3H)-one), TEA. Solvent: C(Cl)Cl (DCM). Conditions: time 2 hour. Product: CO[C@@H]1COCC[C@@H]1N[C@H]1C[C@]2([C@H](CN(C2)C(=O)N)C1)C(=O)N1CC2=CC(=CC=C2CC1)C(F)(F)F ((3aR,5R,6aR)-5-(((3S*,4S*)-3-Methoxytetrahydro-2H-pyran-4-yl)amino)-3a-(7-(trifluoromethyl)-1,2,3,4-tetrahydroisoquinoline-2-carbonyl)hexahydrocyclopenta-[c]pyrrole-2(1H)-carboxamide). As a reaction SMILES: [NH2:1][C@@H:2]1[CH2:12][C@H:5]2[CH2:6][N:7]([C:9]([NH2:11])=[O:10])[CH2:8][C@@:4]2([C:13]([N:15]2[CH2:24][CH2:23][C:22]3[C:17](=[CH:18][C:19]([C:25]([F:28])([F:27])[F:26])=[CH:20][CH:21]=3)[CH2:16]2)=[O:14])[CH2:3]1.[CH3:29][O:30][CH:31]1[C:36](=O)[CH2:35][CH2:34][O:33][CH2:32]1.C(O[BH-](OC(=O)C)OC(=O)C)(=O)C.[Na+]>C(Cl)Cl>[CH3:29][O:30][C@H:31]1[C@@H:36]([NH:1][C@@H:2]2[CH2:12][C@H:5]3[CH2:6][N:7]([C:9]([NH2:11])=[O:10])[CH2:8][C@@:4]3([C:13]([N:15]3[CH2:24][CH2:23][C:22]4[C:17](=[CH:18][C:19]([C:25]([F:28])([F:27])[F:26])=[CH:20][CH:21]=4)[CH2:16]3)=[O:14])[CH2:3]2)[CH2:35][CH2:34][O:33][CH2:32]1 |f:2.3|. Reported procedure: A mixture of the product from Step B (316 mg, 0.62 mmol), 3-methoxydihydro-2H-pyran-4(3H)-one (242 mg, 1.86 mmol), 4 Å molecular sieves (0.3 g) and TEA (0.259 mL, 1.86 mmol) in DCM (8 mL) was stirred at rt for 2 h, followed by addition of sodium triacetoxyborohydride (263 mg, 1.24 mmol). The resulting mixture was stirred at rt overnight. The reaction was quenched by the addition of saturated NaHCO3 aqueous solution, extracted with DCM, and dried over Na2SO4. After removal of the solvent, the res...